Dataset: the Open Reaction Database (ORD), a public repository of structured organic reaction records. Task: describe an organic reaction: reactants, conditions, products, and yield Starting materials: Cn1nc(-c2cccc(-n3ncc4cc(C(C)(C)C)cc(F)c4c3=O)c2CO)cc(Nc2ccc(N3C4CCC3CN(C(=O)OC(C)(C)C)C4)cn2)c1=O, ClCCl. Yields the product Cn1nc(-c2cccc(-n3ncc4cc(C(C)(C)C)cc(F)c4c3=O)c2CO)cc(Nc2ccc(N3C4CCC3CNC4)cn2)c1=O. Reaction SMILES: [C:1]([CH3:2])([CH3:3])([CH3:4])[c:5]1[cH:6][c:7]2[cH:8][n:9][n:10](-[c:17]3[c:18]([CH2:53][OH:54])[c:19](-[c:23]4[cH:24][c:25]([NH:31][c:32]5[cH:33][cH:34][c:35]([N:38]6[CH:39]7[CH2:40][N:41]([C:46]([O:47][C:48]([CH3:49])([CH3:50])[CH3:51])=[O:52])[CH2:42][CH:43]6[CH2:44][CH2:45]7)[cH:36][n:37]5)[c:26](=[O:30])[n:27]([CH3:29])[n:28]4)[cH:20][cH:21][cH:22]3)[c:11](=[O:16])[c:12]2[c:13]([F:15])[cH:14]1.[Cl:55][CH2:56][Cl:57]>>[C:1]([CH3:2])([CH3:3])([CH3:4])[c:5]1[cH:6][c:7]2[cH:8][n:9][n:10](-[c:17]3[c:18]([CH2:53][OH:54])[c:19](-[c:23]4[cH:24][c:25]([NH:31][c:32]5[cH:33][cH:34][c:35]([N:38]6[CH:39]7[CH2:40][NH:41][CH2:42][CH:43]6[CH2:44][CH2:45]7)[cH:36][n:37]5)[c:26](=[O:30])[n:27]([CH3:29])[n:28]4)[cH:20][cH:21][cH:22]3)[c:11](=[O:16])[c:12]2[c:13]([F:15])[cH:14]1. As a reaction SMILES: [CH3:30][c:31]1[cH:32][cH:33][cH:34][cH:35][cH:36]1.[F:17][c:18]1[c:19]([C:20](=[O:21])[N:22]=[C:23]=[O:24])[c:25]([Cl:29])[cH:26][cH:27][cH:28]1.[F:1][c:2]1[c:3]([NH2:4])[cH:5][cH:6][c:7]([S:9](=[O:10])[C:11]([CH:12]([F:13])[F:14])([F:15])[F:16])[cH:8]1>>[F:1][c:2]1[c:3]([NH:4][C:23]([NH:22][C:20]([c:19]2[c:18]([F:17])[cH:28][cH:27][cH:26][c:25]2[Cl:29])=[O:21])=[O:24])[cH:5][cH:6][c:7]([S:9](=[O:10])[C:11]([CH:12]([F:13])[F:14])([F:15])[F:16])[cH:8]1. Yields the product O=C(NC(=O)c1c(F)cccc1Cl)Nc1ccc(S(=O)C(F)(F)C(F)F)cc1F. Reactants: Cc1ccccc1, O=C=NC(=O)c1c(F)cccc1Cl, Nc1ccc(S(=O)C(F)(F)C(F)F)cc1F. Reactants: B, C1CCOC1, CSC, NC(=O)c1cc(Cl)cc(CO)c1. Product: NCc1cc(Cl)cc(CO)c1. As a reaction SMILES: [BH3:16].[CH2:17]1[O:18][CH2:19][CH2:20][CH2:21]1.[CH3:13][S:14][CH3:15].[Cl:1][c:2]1[cH:3][c:4]([C:5](=[O:6])[NH2:7])[cH:8][c:9]([CH2:11][OH:12])[cH:10]1>>[Cl:1][c:2]1[cH:3][c:4]([CH2:5][NH2:7])[cH:8][c:9]([CH2:11][OH:12])[cH:10]1. Starting materials: CC(=O)c1cccc(I)c1O, C=Cc1ccc(OCCCCc2ccccc2)cc1F. Yields the product CC(=O)c1cccc(C=Cc2ccc(OCCCCc3ccccc3)cc2F)c1O. Reaction SMILES: [OH:21][c:22]1[c:23]([C:29]([CH3:30])=[O:31])[cH:24][cH:25][cH:26][c:27]1[I:28].[c:1]1([CH2:7][CH2:8][CH2:9][CH2:10][O:11][c:12]2[cH:13][c:14]([F:20])[c:15]([CH:16]=[CH2:17])[cH:18][cH:19]2)[cH:2][cH:3][cH:4][cH:5][cH:6]1>>[c:1]1([CH2:7][CH2:8][CH2:9][CH2:10][O:11][c:12]2[cH:13][c:14]([F:20])[c:15]([CH:16]=[CH:17][c:27]3[c:22]([OH:21])[c:23]([C:29]([CH3:30])=[O:31])[cH:24][cH:25][cH:26]3)[cH:18][cH:19]2)[cH:2][cH:3][cH:4][cH:5][cH:6]1.